This data is from the Open Reaction Database (ORD), a public repository of structured organic reaction records. The task is: describe an organic reaction: reactants, conditions, products, and yield The reactants are CN(C)C1CCCCC1 (N,N-dimethylcyclohexylamine), C1(CC(C1)=O)=O (1,3-cyclobutanedione). Run in C(C)(=O)OCC (ethyl acetate), C(C)(=O)OCC (ethyl acetate). Run at time 1 hour. The product is C1(CCCCC1)[NH+](C)C.OC1=CC(C1)=O (3-hydroxy-2-cyclobuten-1-one-cyclohexyldimethylammonium salt). Yield: 87.4%. Reaction SMILES: [CH3:1][N:2]([CH:4]1[CH2:9][CH2:8][CH2:7][CH2:6][CH2:5]1)[CH3:3].[C:10]1(=[O:15])[CH2:13][C:12](=[O:14])[CH2:11]1>C(OCC)(=O)C>[CH:4]1([NH+:2]([CH3:3])[CH3:1])[CH2:9][CH2:8][CH2:7][CH2:6][CH2:5]1.[OH:15][C:10]1[CH2:13][C:12](=[O:14])[CH:11]=1 |f:3.4|. Procedure: A solution of 3.21 g of N,N-dimethylcyclohexylamine (99 percent; 25.0 mmol) in 10 g of ethyl acetate was instilled in a suspension of 2.1 g of 1,3-cyclobutanedione (91.9 percent; 23.0 mmol) in 40 g of ethyl acetate at 20° C. in 15 minutes. After 1 hour of stirring at room temperature, the suspension was filtered and dried under vacuum. 4.27 g of the title product with a purity of 94.8 percent (according to HPLC), corresponding to a yield of 83.3 percent, relative to the cyclobutanedione, was obt... Reactants: O (water), Cl (hydrochloric acid), C(C)OC(C(=O)C1=CC(=C(C=C1)SC1CC1)Br)=O (ethyl[3-bromo-4-(cyclopropylsulfanyl)phenyl](oxo)acetate), [OH-].[Na+] (sodium hydroxide). Run in C(C)(=O)OCC (ethyl acetate), C1(=CC=CC=C1)C (toluene). Run at temperature 50 celsius, time 1 hour. Product: BrC=1C=C(C=CC1SC1CC1)C(C(=O)O)=O ([3-bromo-4-(cyclopropylsulfanyl)phenyl](oxo)acetic acid). The yield is 53.6%. Reaction SMILES: C([O:3][C:4](=[O:18])[C:5]([C:7]1[CH:12]=[CH:11][C:10]([S:13][CH:14]2[CH2:16][CH2:15]2)=[C:9]([Br:17])[CH:8]=1)=[O:6])C.[OH-].[Na+].O.Cl>C1(C)C=CC=CC=1.C(OCC)(=O)C>[Br:17][C:9]1[CH:8]=[C:7]([C:5](=[O:6])[C:4]([OH:18])=[O:3])[CH:12]=[CH:11][C:10]=1[S:13][CH:14]1[CH2:15][CH2:16]1 |f:1.2|. Procedure: A solution of ethyl[3-bromo-4-(cyclopropylsulfanyl)phenyl](oxo)acetate (30 g) in toluene (60 mL) was heated to 50° C., and a 3 M aqueous sodium hydroxide solution (36 mL) was added thereto at an internal temperature of 60° C. or lower, followed by stirring at 50° C. for 1 hour. After leaving it to be cooled at room temperature, water (150 mL) and ethyl acetate (100 mL) were added to the reaction mixture. To the aqueous layer was added concentrated hydrochloric acid (12 mL) under ice-cooling, fol... Reactants: CCOC(=O)c1cnn(CC)c1C(=O)Nc1ccn2cc(-c3ccccc3)nc2c1, CCO, [K+], [OH-]. Product: CCn1ncc(C(=O)O)c1C(=O)Nc1ccn2cc(-c3ccccc3)nc2c1. Reaction SMILES: [CH2:3]([CH3:4])[O:5][C:6](=[O:7])[c:8]1[cH:9][n:10][n:11]([CH2:31][CH3:32])[c:12]1[C:13]([NH:14][c:15]1[cH:16][c:17]2[n:18]([cH:19][cH:20]1)[cH:21][c:22](-[c:24]1[cH:25][cH:26][cH:27][cH:28][cH:29]1)[n:23]2)=[O:30].[CH3:33][CH2:34][OH:35].[K+:2].[OH-:1]>>[O:5]=[C:6]([OH:7])[c:8]1[cH:9][n:10][n:11]([CH2:31][CH3:32])[c:12]1[C:13]([NH:14][c:15]1[cH:16][c:17]2[n:18]([cH:19][cH:20]1)[cH:21][c:22](-[c:24]1[cH:25][cH:26][cH:27][cH:28][cH:29]1)[n:23]2)=[O:30]. Starting materials: O=C(Cl)c1ccccc1, CCCCCCCCC=CCCCCCCCC(=O)NCCCOC(=O)CCNC(=O)C(O)C(C)(C)CO. Product: CCCCCCCCC=CCCCCCCCC(=O)NCCCOC(=O)CCNC(=O)C(O)C(C)(C)COCc1ccccc1. Reaction SMILES: [C:39]([c:40]1[cH:41][cH:42][cH:43][cH:44][cH:45]1)([Cl:46])=[O:47].[OH:1][CH:2]([C:3](=[O:4])[NH:5][CH2:6][CH2:7][C:8](=[O:9])[O:10][CH2:11][CH2:12][CH2:13][NH:14][C:15]([CH2:16][CH2:17][CH2:18][CH2:19][CH2:20][CH2:21][CH2:22][CH:23]=[CH:24][CH2:25][CH2:26][CH2:27][CH2:28][CH2:29][CH2:30][CH2:31][CH3:32])=[O:33])[C:34]([CH2:35][OH:36])([CH3:37])[CH3:38]>>[OH:1][CH:2]([C:3](=[O:4])[NH:5][CH2:6][CH2:7][C:8](=[O:9])[O:10][CH2:11][CH2:12][CH2:13][NH:14][C:15]([CH2:16][CH2:17][CH2:18][CH2:19][CH2:20][CH2:21][CH2:22][CH:23]=[CH:24][CH2:25][CH2:26][CH2:27][CH2:28][CH2:29][CH2:30][CH2:31][CH3:32])=[O:33])[C:34]([CH2:35][O:36][CH2:39][c:40]1[cH:41][cH:42][cH:43][cH:44][cH:45]1)([CH3:37])[CH3:38].